This data is from the Open Reaction Database (ORD), a public repository of structured organic reaction records. The task is: describe an organic reaction: reactants, conditions, products, and yield The reactants are BrC1=C(C=C(C=C1C)I)C (2-bromo-5-iodo-1,3-dimethyl-benzene), [Br-].S1C(=NC=C1)[Zn+] (2-thiazolylzinc bromide), O1CCCC1 (tetrahydrofuran). The reagents and catalysts are C=1C=CC(=CC1)[P](C=2C=CC=CC2)(C=3C=CC=CC3)[Pd]([P](C=4C=CC=CC4)(C=5C=CC=CC5)C=6C=CC=CC6)([P](C=7C=CC=CC7)(C=8C=CC=CC8)C=9C=CC=CC9)[P](C=1C=CC=CC1)(C=1C=CC=CC1)C=1C=CC=CC1 (tetrakis(triphenylphosphine)palladium(0)). The solvent is O (water). Reaction conditions: temperature 100 celsius, time 3 hour. Product: BrC1=C(C=C(C=C1C)C=1SC=CN1)C (2-(4-Bromo-3,5-dimethyl-phenyl)-thiazole). Reaction SMILES: [Br:1][C:2]1[C:7]([CH3:8])=[CH:6][C:5](I)=[CH:4][C:3]=1[CH3:10].[Br-].[S:12]1[CH:16]=[CH:15][N:14]=[C:13]1[Zn+].O1CCCC1>C1C=CC([P]([Pd]([P](C2C=CC=CC=2)(C2C=CC=CC=2)C2C=CC=CC=2)([P](C2C=CC=CC=2)(C2C=CC=CC=2)C2C=CC=CC=2)[P](C2C=CC=CC=2)(C2C=CC=CC=2)C2C=CC=CC=2)(C2C=CC=CC=2)C2C=CC=CC=2)=CC=1.O>[Br:1][C:2]1[C:7]([CH3:8])=[CH:6][C:5]([C:13]2[S:12][CH:16]=[CH:15][N:14]=2)=[CH:4][C:3]=1[CH3:10] |f:1.2,^1:26,28,47,66|. Procedure: A mixture of 2-bromo-5-iodo-1,3-dimethyl-benzene (0.28 g), 2-thiazolylzinc bromide (0.5 mol/L in tetrahydrofuran; 1.9 mL), tetrakis(triphenylphosphine)palladium(0) (52 mg), and tetrahydrofuran (5 mL) under argon atmosphere is stirred at 100° C. for 3 h. After cooling to room temperature, water is added and the resulting mixture is extracted with ethyl acetate. The solvent is evaporated and the residue is chromatographed on silica gel (cyclohexane/ethyl acetate) to give the title compound. LC (me... Reactants: OC(CCCCCCCCCCCCCCCCC(=O)O)(O)O (trihydroxystearic acid), Cl (Hydrogen chloride), C(C)O (ethanol). Product: C(C)OC(CCCCCCCCCCCCCCCCC(O)(O)O)=O (Trihydroxystearic Acid Ethyl Ester). RXN SMILES: [OH:1][C:2]([OH:23])([OH:22])[CH2:3][CH2:4][CH2:5][CH2:6][CH2:7][CH2:8][CH2:9][CH2:10][CH2:11][CH2:12][CH2:13][CH2:14][CH2:15][CH2:16][CH2:17][CH2:18][C:19]([OH:21])=[O:20].Cl.[CH2:25](O)[CH3:26]>>[CH2:25]([O:20][C:19](=[O:21])[CH2:18][CH2:17][CH2:16][CH2:15][CH2:14][CH2:13][CH2:12][CH2:11][CH2:10][CH2:9][CH2:8][CH2:7][CH2:6][CH2:5][CH2:4][CH2:3][C:2]([OH:1])([OH:22])[OH:23])[CH3:26]. Procedure details: 3 kg of trihydroxystearic acid are suspended in 10 l of absolute ethanol. Hydrogen chloride gas is slowly introduced at room temperature whilst stirring, until the acid has almost completely dissolved. The alcoholic ester solutionh is freed of a slight residue by filtration; thereafter the ester is precipitated by pouring the alcoholic solution into a 10-fold volume of water. The ester is filtered off and dried. The excess ethanol is recovered from the filtrate by distillation. Starting materials: CCC(COC)Nc1nccc(-c2ccc(OC)cc2C)c1[N+](=O)[O-], CCO, Cl[Sn]Cl. The product is CCC(COC)Nc1nccc(-c2ccc(OC)cc2C)c1N. As a reaction SMILES: [CH3:1][O:2][c:3]1[cH:4][c:5]([CH3:25])[c:6](-[c:9]2[c:10]([N+:22]([O-:23])=[O:24])[c:11]([NH:15][CH:16]([CH2:17][CH3:18])[CH2:19][O:20][CH3:21])[n:12][cH:13][cH:14]2)[cH:7][cH:8]1.[CH3:29][CH2:30][OH:31].[Sn:26]([Cl:27])[Cl:28]>>[CH3:1][O:2][c:3]1[cH:4][c:5]([CH3:25])[c:6](-[c:9]2[c:10]([NH2:22])[c:11]([NH:15][CH:16]([CH2:17][CH3:18])[CH2:19][O:20][CH3:21])[n:12][cH:13][cH:14]2)[cH:7][cH:8]1. The reactants are C1(=CC=CC=C1)OC(NC1=C(C(=NS1)OCC1=C(C=C(C(=C1)F)C)F)C(N)=O)=O ([4-carbamoyl-3-(2,5-difluoro-4-methyl-benzyloxy)-isothiazol-5-yl]-carbamic acid phenyl ester), NCCCCN1C[C@@H](CC1)O ((R)-1-(4-amino-butyl)-pyrrolidin-3-ol). The product is FC1=C(COC2=NSC(=C2C(=O)N)NC(=O)NCCCCN2C[C@@H](CC2)O)C=C(C(=C1)C)F ((R)-3-(2,5-Difluoro-4-methyl-benzyloxy)-5-{3-[4-(3-hydroxy-pyrrolidin-1-yl)-butyl]-ureido}-isothiazole-4-carboxylic Acid Amide). RXN SMILES: C1(O[C:8](=[O:29])[NH:9][C:10]2[S:14][N:13]=[C:12]([O:15][CH2:16][C:17]3[CH:22]=[C:21]([F:23])[C:20]([CH3:24])=[CH:19][C:18]=3[F:25])[C:11]=2[C:26](=[O:28])[NH2:27])C=CC=CC=1.[NH2:30][CH2:31][CH2:32][CH2:33][CH2:34][N:35]1[CH2:39][CH2:38][C@@H:37]([OH:40])[CH2:36]1>>[F:25][C:18]1[CH:19]=[C:20]([CH3:24])[C:21]([F:23])=[CH:22][C:17]=1[CH2:16][O:15][C:12]1[C:11]([C:26]([NH2:27])=[O:28])=[C:10]([NH:9][C:8]([NH:30][CH2:31][CH2:32][CH2:33][CH2:34][N:35]2[CH2:39][CH2:38][C@@H:37]([OH:40])[CH2:36]2)=[O:29])[S:14][N:13]=1. Procedure: The title compound was prepared from [4-carbamoyl-3-(2,5-difluoro-4-methyl-benzyloxy)-isothiazol-5-yl]-carbamic acid phenyl ester and (R)-1-(4-amino-butyl)-pyrrolidin-3-ol by the procedure analogous to Example 6. HPLC ret. time: 3.2 minutes. 1H NMR (400 MHz, CD3OD) δ 7.19 (dd, 1H, J=6.0, 9.2 Hz), 7.04 (dd, 1H, J=6.0, 10 Hz), 5.45 (s, 2H), 4.34 (m, 1H), 3.23 (m, 2H), 2.86 (dd, 1H, J=6.0, 10.4 Hz), 2.78 (m, 1H), 2.65-2.54 (m, 4H), 2.25 (s, 3H), 2.14 (m, 1H), 1.73 (m, 1H), 1.56 (m, 4H) ppm; MS (APC... As a reaction SMILES: [C:1](#[N:2])[c:3]1[c:4](-[c:9]2[cH:10][c:11]([C:27](=[O:28])[O:29][CH3:30])[c:12]3[c:17]([cH:18]2)[C:16](=[O:19])[N:15]([CH:20]([CH2:21][CH2:22][CH3:23])[CH2:24][CH2:25][CH3:26])[CH2:14][CH2:13]3)[cH:5][cH:6][cH:7][cH:8]1.[Na+:32].[O:33]1[CH2:34][CH2:35][O:36][CH2:37][CH2:38]1.[OH-:31]>>[C:1](#[N:2])[c:3]1[c:4](-[c:9]2[cH:10][c:11]([C:27](=[O:28])[OH:29])[c:12]3[c:17]([cH:18]2)[C:16](=[O:19])[N:15]([CH:20]([CH2:21][CH2:22][CH3:23])[CH2:24][CH2:25][CH3:26])[CH2:14][CH2:13]3)[cH:5][cH:6][cH:7][cH:8]1. The product is CCCC(CCC)N1CCc2c(C(=O)O)cc(-c3ccccc3C#N)cc2C1=O. Reactants: CCCC(CCC)N1CCc2c(C(=O)OC)cc(-c3ccccc3C#N)cc2C1=O, [Na+], C1COCCO1, [OH-].